From a dataset of the Open Reaction Database (ORD), a public repository of structured organic reaction records. describe an organic reaction: reactants, conditions, products, and yield The reactants are E2, OCC=1C=CC(=C(C#N)C1)OC=1C=NC=NC1 (5-(hydroxymethyl)-2-(pyrimidin-5-yloxy)benzonitrile), ClC1=NC(N2C(N(CCC2)C)=C1)=O (8-chloro-1-methyl-3,4-dihydro-1H-pyrimido[1,6-a]pyrimidin-6(2H)-one). Product: CN1C=2N(CCC1)C(N=C(C2)OCC=2C=CC(=C(C#N)C2)OC=2C=NC=NC2)=O (5-(((1-methyl-6-oxo-2,3,4,6-tetrahydro-1H-pyrimido[1,6-a]pyrimidin-8-yl)oxy)methyl)-2-(pyrimidin-5-yloxy)benzonitrile). As a reaction SMILES: [OH:1][CH2:2][C:3]1[CH:4]=[CH:5][C:6]([O:11][C:12]2[CH:13]=[N:14][CH:15]=[N:16][CH:17]=2)=[C:7]([CH:10]=1)[C:8]#[N:9].Cl[C:19]1[CH:29]=[C:23]2[N:24]([CH3:28])[CH2:25][CH2:26][CH2:27][N:22]2[C:21](=[O:30])[N:20]=1>>[CH3:28][N:24]1[CH2:25][CH2:26][CH2:27][N:22]2[C:21](=[O:30])[N:20]=[C:19]([O:1][CH2:2][C:3]3[CH:4]=[CH:5][C:6]([O:11][C:12]4[CH:17]=[N:16][CH:15]=[N:14][CH:13]=4)=[C:7]([CH:10]=3)[C:8]#[N:9])[CH:29]=[C:23]12. Procedure: The title compound or its salt was prepared by a procedure similar to that described for E2 starting from 5-(hydroxymethyl)-2-(pyrimidin-5-yloxy)benzonitrile and 8-chloro-1-methyl-3,4-dihydro-1H-pyrimido[1,6-a]pyrimidin-6(2H)-one. The reactants are Br (hydrobromic acid), ( R ), Cl (hydrochloric acid), CN1CCN(CC1)C(=O)OC2C3=C(N=CC=N3)C(=O)N2C=4C=CC(=CN4)Cl (Zopiclone), C(C)(=O)O (acetic acid). Solvent: C(=O)O (formic acid), O (water). Yields the product ClC=1C=CC(=NC1)N1C(C2=NC=CN=C2C1O)=O (6-(5-chloropyridin-2-yl)-5-hydroxy-7-oxo-5,6-dihydro pyrrolo-[3,4-b]-pyrazine). As a reaction SMILES: CN1CCN(C([O:10][CH:11]2[N:20]([C:21]3[CH:22]=[CH:23][C:24]([Cl:27])=[CH:25][N:26]=3)[C:18](=[O:19])[C:13]3[N:14]=[CH:15][CH:16]=[N:17][C:12]2=3)=O)CC1.C(O)(=O)C.Cl.Br>O.C(O)=O>[Cl:27][C:24]1[CH:23]=[CH:22][C:21]([N:20]2[CH:18]([OH:19])[C:13]3[C:12](=[N:17][CH:16]=[CH:15][N:14]=3)[C:11]2=[O:10])=[N:26][CH:25]=1. Procedure: According to the present invention, (R) or (S) Zopiclone is treated with acid selected from acetic acid, formic acid, hydrochloric acid, hydrobromic acid or mixtures thereof; the resulting solution is heated between 50° to 70° C. followed by cooling and diluting with water to give 6-(5-chloropyridin-2-yl)-5-hydroxy-7-oxo-5,6-dihydro pyrrolo-[3,4-b]-pyrazine. This intermediate is used for the preparation of Zopiclone by conventional method. Starting materials: C1(=CC=CC=C1)[Mg]Br (Phenyl magnesium bromide), ClC=1C(NN=CC1Cl)=O (4,5-dichloro-3[2H]-pyridazinone), [Cl-].[NH4+] (ammonium chloride). The solvent is O1CCCC1 (tetrahydrofuran). Yields the product ClC1=C(C(NN=C1)=O)C1=CC=CC=C1 (5-chloro-4-phenyl-3[2H]-pyridazinone). Isolated yield 73.4%. RXN SMILES: [C:1]1([Mg]Br)[CH:6]=[CH:5][CH:4]=[CH:3][CH:2]=1.Cl[C:10]1[C:11](=[O:17])[NH:12][N:13]=[CH:14][C:15]=1[Cl:16].[Cl-].[NH4+]>O1CCCC1>[Cl:16][C:15]1[CH:14]=[N:13][NH:12][C:11](=[O:17])[C:10]=1[C:1]1[CH:6]=[CH:5][CH:4]=[CH:3][CH:2]=1 |f:2.3|. Procedure: Phenyl magnesium bromide (prepared from bromobenzene (171 g), magnesium (38.8 g) and diethyl ether (1.6 l)) was slowly added to a stirred solution of 4,5-dichloro-3[2H]-pyridazinone (60 g) in tetrahydrofuran (1 l) cooled at water bath temperature. This mixture was stirred at room temperature for 30 minutes and hydrolysed with 20% ammonium chloride solution (800 ml) in the cold. The aqueous layer was extracted with diethyl ether and the combined organic extracts were washed with dilute hydrochlor... The reactants are C=1(C(=CC=CC1)C(=O)Cl)C1=CC=CC=C1 ([1,1'-biphenyl]-2-carbonyl chloride), ice, NC1=CC(=C(C(=O)OC)C=C1)Cl (methyl 4-amino-2-chlorobenzoate), C(C)(C)N(C(C)C)CC (N,N-diisopropylethylamine). The solvent is C(Cl)Cl (methylene chloride), C(Cl)Cl (methylene chloride). Conditions: time 18 hour. Product: C=1(C(=CC=CC1)C(=O)NC1=CC(=C(C(=O)OC)C=C1)Cl)C1=CC=CC=C1 (Methyl 4-[([1,1'-Biphenyl]-2-carbonyl)amino]-2-chlorobenzoate). The yield is 30.3%. RXN SMILES: [C:1]1([C:10]2[CH:15]=[CH:14][CH:13]=[CH:12][CH:11]=2)[C:2]([C:7](Cl)=[O:8])=[CH:3][CH:4]=[CH:5][CH:6]=1.[NH2:16][C:17]1[CH:26]=[CH:25][C:20]([C:21]([O:23][CH3:24])=[O:22])=[C:19]([Cl:27])[CH:18]=1.C(N(CC)C(C)C)(C)C>C(Cl)Cl>[C:1]1([C:10]2[CH:15]=[CH:14][CH:13]=[CH:12][CH:11]=2)[C:2]([C:7]([NH:16][C:17]2[CH:26]=[CH:25][C:20]([C:21]([O:23][CH3:24])=[O:22])=[C:19]([Cl:27])[CH:18]=2)=[O:8])=[CH:3][CH:4]=[CH:5][CH:6]=1. Procedure details: A solution of 2.37 g of [1,1'-biphenyl]-2-carbonyl chloride in 10 ml of methylene chloride is added dropwise to an ice cold solution of 1.84 g of methyl 4-amino-2-chlorobenzoate and 1.49 g of N,N-diisopropylethylamine in 50 ml of methylene chloride. The reaction mixture is stirred at room temperature for 18 hours and washed with water, saturated aqueous NaHCO3 and the organic layer dried(Na2SO4). The organic layer is passed through a pad of hydrous magnesium silicate and hexane added at the boil...